From a dataset of the Open Reaction Database (ORD), a public repository of structured organic reaction records. describe an organic reaction: reactants, conditions, products, and yield Starting materials: ClCC1=NC2=CC(=C(C=C2C(=C1C(=O)OCC)C1=CC(=C(C=C1)OC)OC(C)C)OC)OC (ethyl 2-chloromethyl-4-(3-isopropoxy-4-methoxyphenyl)-6,7-dimethoxyquinoline-3-carboxylate), N1CCOCC1 (morpholine), C(C)O (ethanol). The solvent is ClCCl (dichloromethane). The product is C(C)(C)OC=1C=C(C=CC1OC)C1=C(C(=NC2=CC(=C(C=C12)OC)OC)CN1CCOCC1)C(=O)OCC (ethyl 4-(3-isopropoxy-4-methoxyphenyl)-6,7-dimethoxy-2-morpholinomethylquinoline-3-carboxylate). As a reaction SMILES: Cl[CH2:2][C:3]1[C:12]([C:13]([O:15][CH2:16][CH3:17])=[O:14])=[C:11]([C:18]2[CH:23]=[CH:22][C:21]([O:24][CH3:25])=[C:20]([O:26][CH:27]([CH3:29])[CH3:28])[CH:19]=2)[C:10]2[C:5](=[CH:6][C:7]([O:32][CH3:33])=[C:8]([O:30][CH3:31])[CH:9]=2)[N:4]=1.[NH:34]1[CH2:39][CH2:38][O:37][CH2:36][CH2:35]1.C(O)C>ClCCl>[CH:27]([O:26][C:20]1[CH:19]=[C:18]([C:11]2[C:10]3[C:5](=[CH:6][C:7]([O:32][CH3:33])=[C:8]([O:30][CH3:31])[CH:9]=3)[N:4]=[C:3]([CH2:2][N:34]3[CH2:39][CH2:38][O:37][CH2:36][CH2:35]3)[C:12]=2[C:13]([O:15][CH2:16][CH3:17])=[O:14])[CH:23]=[CH:22][C:21]=1[O:24][CH3:25])([CH3:29])[CH3:28]. Procedure details: A mixture of ethyl 2-chloromethyl-4-(3-isopropoxy-4-methoxyphenyl)-6,7-dimethoxyquinoline-3-carboxylate (3.0 g), morpholine (2.76 g) and ethanol (50 ml)--dichloromethane (5 ml) was stirred at room temperature overnight. The reaction mixture was concentrated under reduced pressure, and dichloromethane (50 ml) was added to the residue. The dichloromethane layer was washed with water and dried over magnesium sulfate, and the solvent was evaporated. The residue was subjected to column chromatography... Reactants: C(C)(=O)C=1C=C(C(=C(C1C1=CC(=CC=C1)F)C#N)C)Cl (6-acetyl-4-chloro-3′-fluoro-3-methylbiphenyl-2-carbonitrile), C(C)(=O)[O-].[NH4+] (ammonium acetate), C(#N)[BH3-].[Na+] (sodium cyanoborohydride). Solvent: CO (methanol), C(C)#N (acetonitrile). Run at temperature 65 celsius. Yields the product NC(C)C=1C=C(C(=C(C1C1=CC(=CC=C1)F)C#N)C)Cl (6-(1-Aminoethyl)-4-chloro-3′-fluoro-3-methylbiphenyl-2-carbonitrile). As a reaction SMILES: [C:1]([C:4]1[CH:5]=[C:6]([Cl:20])[C:7]([CH3:19])=[C:8]([C:17]#[N:18])[C:9]=1[C:10]1[CH:15]=[CH:14][CH:13]=[C:12]([F:16])[CH:11]=1)(=O)[CH3:2].C([O-])(=O)C.[NH4+].C([BH3-])#[N:27].[Na+]>CO.C(#N)C>[NH2:27][CH:1]([C:4]1[CH:5]=[C:6]([Cl:20])[C:7]([CH3:19])=[C:8]([C:17]#[N:18])[C:9]=1[C:10]1[CH:15]=[CH:14][CH:13]=[C:12]([F:16])[CH:11]=1)[CH3:2] |f:1.2,3.4|. Procedure details: A mixture of 6-acetyl-4-chloro-3′-fluoro-3-methylbiphenyl-2-carbonitrile (50 mg, 0.2 mmol) and ammonium acetate (130 mg, 1.7 mmol) in methanol (0.98 mL) and acetonitrile (0.99 mL) was heated at 65° C. in a sealed tube for 30 min. After the mixture was cooled, sodium cyanoborohydride (22 mg, 0.35 mmol) was added. The reaction was heated at 65° C. for another 4 hours, then cooled to room temperature and quenched with saturated sodium bicarbonate and extracted with dichloromethane. The combined ext...